This data is from the Open Reaction Database (ORD), a public repository of structured organic reaction records. The task is: describe an organic reaction: reactants, conditions, products, and yield Reactants: FC1=CC=C(CC2C(OC(OC2=O)(C)C)=O)C=C1 (5-(4-fluorobenzyl)-2,2-dimethyl-1,3-dioxane-4,6-dione), Intermediate 7, [OH-].[Na+] (NaOH), O (water). Solvent: C(C)(=O)OCC (ethyl acetate). Run at time 2 day. Yields the product FC1=CC=C(CC(C(=O)O)C(=O)O)C=C1 (2-(4-Fluorobenzyl)malonic acid). Reaction SMILES: [F:1][C:2]1[CH:18]=[CH:17][C:5]([CH2:6][CH:7]2[C:12](=[O:13])[O:11]C(C)(C)[O:9][C:8]2=[O:16])=[CH:4][CH:3]=1.[OH-].[Na+].O>C(OCC)(=O)C>[F:1][C:2]1[CH:3]=[CH:4][C:5]([CH2:6][CH:7]([C:8]([OH:16])=[O:9])[C:12]([OH:13])=[O:11])=[CH:17][CH:18]=1 |f:1.2|. Procedure details: A solution of 5-(4-fluorobenzyl)-2,2-dimethyl-1,3-dioxane-4,6-dione (34.118 g, 135.26 mmol, Intermediate 7: step a) and 6 M aqueous NaOH (136 mL) was heated to 120° C. under a reflux condenser and positive pressure of nitrogen for two days. The mixture was allowed to cool to room temperature, water and ethyl acetate were added, and the layers were separated. The aqueous layer was acidified to pH 0 with 6 M aqueous HCl and the mixture was stirred at room temperature for 30 minutes. Dichloromethan... Starting materials: C(C)(C)(C)OC(=O)NCC=1NC(=CC1C(=O)OCC)C1=C2N=C(C(=NC2=CC=C1)C)NCC(F)(F)F (ethyl 2-(((tert-butoxycarbonyl)amino)methyl)-5-(2-methyl-3-((2,2,2-trifluoroethyl)amino)quinoxalin-5-yl)-1H-pyrrole-3-carboxylate), LiOH monohydrate. Run in O1CCOCC1 (dioxane), O (water), CCOCC (Et2O), O (water). Conditions: temperature 110 celsius. Yields the product C(C)(C)(C)OC(=O)NCC=1NC(=CC1C(=O)O)C1=C2N=C(C(=NC2=CC=C1)C)NCC(F)(F)F (2-(((tert-butoxycarbonyl)amino)methyl)-5-(2-methyl-3-((2,2,2-trifluoroethyl)amino)quinoxalin-5-yl)-1H-pyrrole-3-carboxylic acid). Yield: 85.3%. RXN SMILES: [C:1]([O:5][C:6]([NH:8][CH2:9][C:10]1[NH:11][C:12]([C:20]2[CH:29]=[CH:28][CH:27]=[C:26]3[C:21]=2[N:22]=[C:23]([NH:31][CH2:32][C:33]([F:36])([F:35])[F:34])[C:24]([CH3:30])=[N:25]3)=[CH:13][C:14]=1[C:15]([O:17]CC)=[O:16])=[O:7])([CH3:4])([CH3:3])[CH3:2]>O1CCOCC1.O.CCOCC>[C:1]([O:5][C:6]([NH:8][CH2:9][C:10]1[NH:11][C:12]([C:20]2[CH:29]=[CH:28][CH:27]=[C:26]3[C:21]=2[N:22]=[C:23]([NH:31][CH2:32][C:33]([F:34])([F:35])[F:36])[C:24]([CH3:30])=[N:25]3)=[CH:13][C:14]=1[C:15]([OH:17])=[O:16])=[O:7])([CH3:4])([CH3:2])[CH3:3]. Procedure: A glass microwave reaction vessel was charged with ethyl 2-(((tert-butoxycarbonyl)amino)methyl)-5-(2-methyl-3-((2,2,2-trifluoroethyl)amino)quinoxalin-5-yl)-1H-pyrrole-3-carboxylate (301b) (380 mg, 0.75 mmol) and LiOH monohydrate (157 mg, 3.74 mmol) in dioxane (5 mL) and water (2.5 mL). The tube was sealed and the reaction mixture was stirred and heated at 110° C. for 3 h. After cooling to RT, the reaction mixture was diluted with Et2O and water and the layers were separated. The Et2O layer was d... Run in O1CCOCC1 (dioxane), O (water). Reaction SMILES: [CH2:1]([C@H:5]1[C@H:9]([CH2:10][CH2:11][S:12][CH2:13][CH2:14][C:15]2[CH:20]=[CH:19][CH:18]=[CH:17][CH:16]=2)[O:8]C(=O)[NH:6]1)[CH:2]([CH3:4])[CH3:3].O.O.O.O.O.O.O.O.[OH-].[Ba+2].[OH-]>O1CCOCC1.O>[NH2:6][C@@H:5]([CH2:1][CH:2]([CH3:4])[CH3:3])[C@@H:9]([OH:8])[CH2:10][CH2:11][S:12][CH2:13][CH2:14][C:15]1[CH:16]=[CH:17][CH:18]=[CH:19][CH:20]=1 |f:1.2.3.4.5.6.7.8.9.10.11|. Product: N[C@H]([C@H](CCSCCC1=CC=CC=C1)O)CC(C)C ((3S,4S)-4-Amino-3-hydroxy-6-methyl-1-phenethylmercaptoheptane). Isolated yield 76.7%. The reactants are C(C(C)C)[C@@H]1NC(O[C@H]1CCSCCC1=CC=CC=C1)=O (4(S)-isobutyl-5(S)-[2-(phenethylmercapto)ethyl]-2-oxazolidinone), O.O.O.O.O.O.O.O.[OH-].[Ba+2].[OH-] (barium hydroxide octahydrate). Procedure details: A solution of 4(S)-isobutyl-5(S)-[2-(phenethylmercapto)ethyl]-2-oxazolidinone (0.52 g, 1.69 mmol) and barium hydroxide octahydrate (1.06 g, 3.38 mmol) in dioxane (60 mL) and water (40 mL) was heated at reflux under N2 for 21 hours. The solid barium carbonate was filtered and the filtrate was partially evaporated. The residue was diluted with water and the resulting solution was extracted with ether. The organic extract was washed with brine solution, dried over MgSO4 and evaporated to a residue.... The reactants are FC1=C(C=CC(=C1)F)[C@]1(OC1)[C@H](C)O ((1S)-1-[(2R)-2-(2,4-difluorophenyl)-2-oxiranyl]ethanol), C(C)(C)C1=CC=C(C=C1)N1C(NC=C1)=O (1-(4-isopropylphenyl)-2(1H,3H)-imidazolone), FC1=C(C=CC(=C1)F)[C@]1([C@@H](C)N2C(N(C=C2)C2=CC=C(C=C2)C(C)C)=O)CO1 (1-[(1R,2S)-2-(2,4-difluorophenyl)-2,3-epoxy-1-methylpropyl]-3-(4-isopropylphenyl)-2(1H,3H)-imidazolone). The product is FC1=C(C=CC(=C1)F)[C@]1(OC1)[C@@H](C)OC=1N(C=CN1)C1=CC=C(C=C1)C(C)C ((2R)-2-(2,4-difluorophenyl)-2-[(1R)-1-[1-(4-isopropylphenyl)-2-imidazolyloxy]ethyl] oxiran). The yield is 13.9%. RXN SMILES: [F:1][C:2]1[CH:7]=[C:6]([F:8])[CH:5]=[CH:4][C:3]=1[C@:9]1([C@@H:12]([OH:14])[CH3:13])[CH2:11][O:10]1.[CH:15]([C:18]1[CH:23]=[CH:22][C:21]([N:24]2[CH:28]=[CH:27][NH:26][C:25]2=O)=[CH:20][CH:19]=1)([CH3:17])[CH3:16].FC1C=C(F)C=CC=1[C@]1(OC1)[C@H](N1C=CN(C2C=CC(C(C)C)=CC=2)C1=O)C>>[F:1][C:2]1[CH:7]=[C:6]([F:8])[CH:5]=[CH:4][C:3]=1[C@:9]1([C@H:12]([O:14][C:25]2[N:24]([C:21]3[CH:22]=[CH:23][C:18]([CH:15]([CH3:17])[CH3:16])=[CH:19][CH:20]=3)[CH:28]=[CH:27][N:26]=2)[CH3:13])[CH2:11][O:10]1. Reported procedure: In the same manner as in Reference Example 5, starting from 0.83 g of (1S)-1-[(2R)-2-(2,4-difluorophenyl)-2-oxiranyl]ethanol and 0.83 g of 1-(4-isopropylphenyl)-2(1H,3H)-imidazolone, 1-[(1R,2S)-2-(2,4-difluorophenyl)-2,3-epoxy-1-methylpropyl]-3-(4-isopropylphenyl)-2(1H,3H)-imidazolone (0.25 g) and 0.22 g of (2R)-2-(2,4-difluorophenyl)-2-[(1R)-1-[1-(4-isopropylphenyl)-2-imidazolyloxy]ethyl] oxiran were obtained. The reactants are COC=1C=C(C=CC1)C(CC)O (1-(3'-methoxyphenyl)-propan-1-ol), Cl (HCl). Yields the product ClC(CC)C1=CC(=CC=C1)OC (1-chlor-1-(3'-methoxyphenyl)-propane). As a reaction SMILES: [CH3:1][O:2][C:3]1[CH:4]=[C:5]([CH:9](O)[CH2:10][CH3:11])[CH:6]=[CH:7][CH:8]=1.[ClH:13]>>[Cl:13][CH:9]([C:5]1[CH:6]=[CH:7][CH:8]=[C:3]([O:2][CH3:1])[CH:4]=1)[CH2:10][CH3:11]. Procedure details: The preparation was effected in analogy to example 1(b) from 1-(3'-methoxyphenyl)-propan-1-ol and HCl gas.